Dataset: the Open Reaction Database (ORD), a public repository of structured organic reaction records. Task: describe an organic reaction: reactants, conditions, products, and yield The reactants are NC=1C(=NC(=C(N1)N)Cl)C(=O)OC (methyl 3,5-diamino-6-chloropyrazine-2-carboxylate), C(CN)N (ethylene diamine). Run at time 3 day. Product: NC=1C(=NC(=C(N1)N)Cl)C(=O)NCCN (3,5-diamino-6-chloro-N-(2-aminoethyl)pyrazine-2-carboxamide). Isolated yield 59.0%. As a reaction SMILES: [NH2:1][C:2]1[C:3]([C:10]([O:12]C)=O)=[N:4][C:5]([Cl:9])=[C:6]([NH2:8])[N:7]=1.[CH2:14]([NH2:17])[CH2:15][NH2:16]>>[NH2:1][C:2]1[C:3]([C:10]([NH:16][CH2:15][CH2:14][NH2:17])=[O:12])=[N:4][C:5]([Cl:9])=[C:6]([NH2:8])[N:7]=1. Procedure: A mixture of 2.0 g (10.0 mmol) of methyl 3,5-diamino-6-chloropyrazine-2-carboxylate and 13.5 g (22.6 mmol) of ethylene diamine was allowed to stand for 3 days at ambient temperature. The excess amine was evaporated and the residue was crystallized from ethanol. There was obtained 1.38 g (5.9 mmol, 59%) of 3,5-diamino-6-chloro-N-(2-aminoethyl)pyrazine-2-carboxamide: mp 173°-174° C. Starting materials: N1(CCOCC1)C(=O)C=1C=C2CC(NC2=CC1)=O (5-(morpholine-4-carbonyl)-1,3-dihydro-indol-2-one), O=C1NCCC=2C1=CNC2C=O (4-oxo-4,5,6,7-tetrahydro-2H-pyrrolo[3,4-c]pyridine-1-carbaldehyde), N1CCCCC1 (piperidine). The solvent is C(C)O (ethanol). Run at temperature 80 celsius. The product is N1(CCOCC1)C(=O)C=1C=C2C(C(NC2=CC1)=O)=CC=1NC=C2C(NCCC21)=O (1-[5-(Morpholine-4-carbonyl)-2-oxo-1,2-dihydro-indol-3-ylidenemethyl]-2,5,6,7-tetrahydro-pyrrolo [3,4-c]pyridin-4-one). As a reaction SMILES: [N:1]1([C:7]([C:9]2[CH:10]=[C:11]3[C:15](=[CH:16][CH:17]=2)[NH:14][C:13](=[O:18])[CH2:12]3)=[O:8])[CH2:6][CH2:5][O:4][CH2:3][CH2:2]1.[O:19]=[C:20]1[C:25]2=[CH:26][NH:27][C:28]([CH:29]=O)=[C:24]2[CH2:23][CH2:22][NH:21]1.N1CCCCC1>C(O)C>[N:1]1([C:7]([C:9]2[CH:10]=[C:11]3[C:15](=[CH:16][CH:17]=2)[NH:14][C:13](=[O:18])[C:12]3=[CH:29][C:28]2[NH:27][CH:26]=[C:25]3[C:24]=2[CH2:23][CH2:22][NH:21][C:20]3=[O:19])=[O:8])[CH2:6][CH2:5][O:4][CH2:3][CH2:2]1. Procedure details: A mixture of 5-(morpholine-4-carbonyl)-1,3-dihydro-indol-2-one (49.2 mg, 0.2 mmol), 4-oxo-4,5,6,7-tetrahydro-2H-pyrrolo[3,4-c]pyridine-1-carbaldehyde (1 eq.) and 0.1 mL of piperidine in ethanol (1 mL) was heated in a sealed tube at 80° C. for 3 hours. The precipitate was collected by vacuum filtration, washed with ethanol and dried to give the title compound as a yellow solid. The reactants are OCc1ccc(OCCc2ccccc2)cc1, COC(=O)C(Cc1ccccc1)N=C=O, CN(C)c1ccncc1. Yields the product COC(=O)C(Cc1ccccc1)NC(=O)OCc1ccc(OCCc2ccccc2)cc1. Reaction SMILES: [CH2:1]([CH2:2][c:3]1[cH:4][cH:5][cH:6][cH:7][cH:8]1)[O:9][c:10]1[cH:11][cH:12][c:13]([CH2:16][OH:17])[cH:14][cH:15]1.[CH3:18][O:19][C:20]([CH:21]([CH2:22][c:23]1[cH:24][cH:25][cH:26][cH:27][cH:28]1)[N:29]=[C:30]=[O:31])=[O:32].[CH3:33][N:34]([c:35]1[cH:36][cH:37][n:38][cH:39][cH:40]1)[CH3:41]>>[CH2:1]([CH2:2][c:3]1[cH:4][cH:5][cH:6][cH:7][cH:8]1)[O:9][c:10]1[cH:11][cH:12][c:13]([CH2:16][O:17][C:30]([NH:29][CH:21]([C:20]([O:19][CH3:18])=[O:32])[CH2:22][c:23]2[cH:24][cH:25][cH:26][cH:27][cH:28]2)=[O:31])[cH:14][cH:15]1.